Dataset: the Open Reaction Database (ORD), a public repository of structured organic reaction records. Task: describe an organic reaction: reactants, conditions, products, and yield The reactants are COC(=O)c1cc(Br)cnc1Cl, CB(O)O, C1CCC(P(C2CCCCC2)C2CCCCC2)CC1, [K+], [K+], [K+], CC(=O)[O-], CC(=O)[O-], O, O=P([O-])([O-])[O-], [Pd+2], Cc1ccccc1. The product is COC(=O)c1cc(C)cnc1Cl. As a reaction SMILES: [Br:1][c:2]1[cH:3][n:4][c:5]([Cl:12])[c:6]([C:7](=[O:8])[O:9][CH3:10])[cH:11]1.[CH3:21][B:22]([OH:23])[OH:24].[CH:25]1([P:26]([CH:27]2[CH2:28][CH2:29][CH2:30][CH2:31][CH2:32]2)[CH:33]2[CH2:34][CH2:35][CH2:36][CH2:37][CH2:38]2)[CH2:39][CH2:40][CH2:41][CH2:42][CH2:43]1.[K+:18].[K+:19].[K+:20].[O-:53][C:54]([CH3:55])=[O:56].[O-:57][C:58]([CH3:59])=[O:60].[OH2:44].[P:13]([O-:14])([O-:15])([O-:16])=[O:17].[Pd+2:52].[c:45]1([CH3:46])[cH:47][cH:48][cH:49][cH:50][cH:51]1>>[c:2]1([CH3:21])[cH:3][n:4][c:5]([Cl:12])[c:6]([C:7](=[O:8])[O:9][CH3:10])[cH:11]1. Yields the product C(=O)(O)C1=C(NC(=C(C1C1=CC(=CC=C1)C#C)C(=O)OCC)C)C (3-Carboxy-5-ethoxycarbonyl-1,4-dihydro-2,6-dimethyl-4-(3-ethynylphenyl)pyridine). Starting materials: C(C)OC(=O)C1=C(NC(=C(C1C1=CC(=CC=C1)C#C)C(=O)OCC)C)C (3,5-Diethoxycarbonyl-1,4-dihydro-2,6-dimethyl-4-(3ethynylphenyl)pyridine), C(Cl)(Cl)Cl.CO (chloroform methyl alcohol), [OH-].[Na+] (sodium hydroxide). Yield: 23.1%. Reaction conditions: time 24 hour. The solvent is C(C)O (ethyl alcohol). Procedure details: In 80 ml of ethyl alcohol was dissolved 7.5 g (0.02 mol) of 3,5-diethoxycarbonyl-1,4-dihydro-2,6-dimethyl-4-(3-ethynylphenyl)pyridine obtained in Example 2. Thereto was added 20 ml of 5N sodium hydroxide. After stirring for 24 hours at room temperature, the mixture was reacted further for 30 hours at 40°-45° C. After completing the reaction, the reaction solution was distilled away under reduced pressure. Water and chloroform were added to the residue, and a water layer was collected. The water ... As a reaction SMILES: C([O:3][C:4]([C:6]1[CH:11]([C:12]2[CH:17]=[CH:16][CH:15]=[C:14]([C:18]#[CH:19])[CH:13]=2)[C:10]([C:20]([O:22][CH2:23][CH3:24])=[O:21])=[C:9]([CH3:25])[NH:8][C:7]=1[CH3:26])=[O:5])C.[OH-].[Na+].C(Cl)(Cl)Cl.CO>C(O)C>[C:4]([C:6]1[CH:11]([C:12]2[CH:17]=[CH:16][CH:15]=[C:14]([C:18]#[CH:19])[CH:13]=2)[C:10]([C:20]([O:22][CH2:23][CH3:24])=[O:21])=[C:9]([CH3:25])[NH:8][C:7]=1[CH3:26])([OH:5])=[O:3] |f:1.2,3.4|.